This data is from the Open Reaction Database (ORD), a public repository of structured organic reaction records. The task is: describe an organic reaction: reactants, conditions, products, and yield The reactants are CC(C)N(C)C(=O)CN1CCNCC1, CCOc1ccc(C(C)(C)C#N)cc1C1=NC(c2ccc(Cl)cc2)C(c2ccc(Cl)cc2)N1C(=O)Cl. Yields the product CCOc1ccc(C(C)(C)C#N)cc1C1=NC(c2ccc(Cl)cc2)C(c2ccc(Cl)cc2)N1C(=O)N1CCN(CC(=O)N(C)C(C)C)CC1. As a reaction SMILES: [CH:37]([CH3:38])([CH3:39])[N:40]([C:41]([CH2:42][N:43]1[CH2:44][CH2:45][NH:46][CH2:47][CH2:48]1)=[O:49])[CH3:50].[Cl:1][c:2]1[cH:3][cH:4][c:5]([CH:8]2[N:9]=[C:10]([c:23]3[c:24]([O:34][CH2:35][CH3:36])[cH:25][cH:26][c:27]([C:29]([CH3:30])([CH3:31])[C:32]#[N:33])[cH:28]3)[N:11]([C:20](=[O:21])[Cl:22])[CH:12]2[c:13]2[cH:14][cH:15][c:16]([Cl:19])[cH:17][cH:18]2)[cH:6][cH:7]1>>[Cl:1][c:2]1[cH:3][cH:4][c:5]([CH:8]2[N:9]=[C:10]([c:23]3[c:24]([O:34][CH2:35][CH3:36])[cH:25][cH:26][c:27]([C:29]([CH3:30])([CH3:31])[C:32]#[N:33])[cH:28]3)[N:11]([C:20](=[O:21])[N:46]3[CH2:45][CH2:44][N:43]([CH2:42][C:41]([N:40]([CH:37]([CH3:38])[CH3:39])[CH3:50])=[O:49])[CH2:48][CH2:47]3)[CH:12]2[c:13]2[cH:14][cH:15][c:16]([Cl:19])[cH:17][cH:18]2)[cH:6][cH:7]1. Reactants: C(C)C1=C(N)C=CC(=C1)[N+](=O)[O-] (2-ethyl-4-nitroaniline), C(C)C1=C(C=CC(=C1)[N+](=O)[O-])N=C=S (2-ethyl-4-nitrophenyl isothiocyanate), OCCN (2-hydroxyethylamine), O=S(Cl)Cl (SOCl2). Yields the product NC1(CCCC1)CO (1-Amino-1-(hydroxymethyl)cyclopentane), Cl.NC1(CCCC1)CCl (1-amino-1-(chloromethyl)cyclopentane HCl salt). Reaction SMILES: C([C:3]1[CH:9]=[C:8]([N+]([O-])=O)[CH:7]=[CH:6][C:4]=1[NH2:5])C.C([C:15]1[CH:20]=[C:19]([N+]([O-])=[O:22])[CH:18]=[CH:17][C:16]=1[N:24]=C=S)C.OCCN.O=S(Cl)[Cl:33]>>[NH2:5][C:4]1([CH2:3][OH:22])[CH2:6][CH2:7][CH2:8][CH2:9]1.[ClH:33].[NH2:24][C:16]1([CH2:15][Cl:33])[CH2:17][CH2:18][CH2:19][CH2:20]1 |f:5.6|. Reported procedure: 2- Ethylaniline was converted to 2-ethylacetanilide according to Method A2a, Step 1. The acetanilide was converted to 2-ethyl-4-nitroacetanilide according to Method A2a, Step 2. The acetanilide was deprotected according to Method A2a, Step 3 to give 2-ethyl-4-nitroaniline. The aniline was converted to 2-ethyl-4-nitrophenyl isothiocyanate according to Method A2a, Step 3. 1-Amino-1-(hydroxymethyl)cyclopentane was synthesized as described in Method B1c. The 2-hydroxyethylamine was reacted with with... The reactants are CS(=O)(=O)c1nccc(-n2cnc3ccccc32)n1, COc1cccc(CN)c1. The product is COc1cccc(CNc2nccc(-n3cnc4ccccc43)n2)c1. As a reaction SMILES: [CH3:1][S:2](=[O:3])(=[O:4])[c:5]1[n:6][cH:7][cH:8][c:9](-[n:11]2[cH:12][n:13][c:14]3[c:15]2[cH:16][cH:17][cH:18][cH:19]3)[n:10]1.[CH3:20][O:21][c:22]1[cH:23][c:24]([CH2:25][NH2:26])[cH:27][cH:28][cH:29]1>>[c:5]1([NH:26][CH2:25][c:24]2[cH:23][c:22]([O:21][CH3:20])[cH:29][cH:28][cH:27]2)[n:6][cH:7][cH:8][c:9](-[n:11]2[cH:12][n:13][c:14]3[c:15]2[cH:16][cH:17][cH:18][cH:19]3)[n:10]1. Reactants: COC1=C(CN2CCC(=CC3=C2C=CC(=C3)C3=CC=C(C=C3)OCCOCCC)C(=O)OC)C=CC=C1 (methyl 1-(2-methoxybenzyl)-7-(4-propoxyethoxyphenyl)-2,3-dihydro-1-benzazepine-4-carboxylate), Cl (hydrochloric acid), [OH-].[Na+] (sodium hydroxide), O (water). The solvent is O1CCCC1 (tetrahydrofuran), CO (methanol). Conditions: time 1 day. The product is COC1=C(CN2CCC(=CC3=C2C=CC(=C3)C3=CC=C(C=C3)OCCOCCC)C(=O)O)C=CC=C1 (1-(2-methoxybenzyl)-7-(4-propoxyethoxyphenyl)-2,3-dihydro-1-benzazepine-4-carboxylic acid). Isolated yield 56.7%. As a reaction SMILES: [CH3:1][O:2][C:3]1[CH:37]=[CH:36][CH:35]=[CH:34][C:4]=1[CH2:5][N:6]1[C:12]2[CH:13]=[CH:14][C:15]([C:17]3[CH:22]=[CH:21][C:20]([O:23][CH2:24][CH2:25][O:26][CH2:27][CH2:28][CH3:29])=[CH:19][CH:18]=3)=[CH:16][C:11]=2[CH:10]=[C:9]([C:30]([O:32]C)=[O:31])[CH2:8][CH2:7]1.[OH-].[Na+].O.Cl>O1CCCC1.CO>[CH3:1][O:2][C:3]1[CH:37]=[CH:36][CH:35]=[CH:34][C:4]=1[CH2:5][N:6]1[C:12]2[CH:13]=[CH:14][C:15]([C:17]3[CH:22]=[CH:21][C:20]([O:23][CH2:24][CH2:25][O:26][CH2:27][CH2:28][CH3:29])=[CH:19][CH:18]=3)=[CH:16][C:11]=2[CH:10]=[C:9]([C:30]([OH:32])=[O:31])[CH2:8][CH2:7]1 |f:1.2|. Reported procedure: To a solution of methyl 1-(2-methoxybenzyl)-7-(4-propoxyethoxyphenyl)-2,3-dihydro-1-benzazepine-4-carboxylate (394 mg) in a mixture of tetrahydrofuran (24 ml) and methanol (24 ml) was added 1N sodium hydroxide solution (8 ml), and the mixture was stirred at room temperature for 1 day. Then, to the mixture was added water at 0° C., and 1N hydrochloric acid was further added to make acidic (pH=4), and the mixture was extracted with ethyl acetate. The organic layer was washed with water and saturat... The reactants are Intermediate 9, CC1=C(N=C(O1)C1=CC=C(C=C1)B1OC(C(O1)(C)C)(C)C)CCO (2-{5-Methyl-2-[4-(4,4,5,5-tetramethyl-[1,3,2]dioxaborolan-2-yl)phenyl]-oxazol-4-yl }-ethanol), CC1=C(N=C(O1)C1=CC=C(C=C1)B1OC(C(O1)(C)C)(C)C)CCO (2-{5-Methyl-2-[4-(4,4,5,5-tetramethyl-[1,3,2]dioxaborolan-2-yl)phenyl]-oxazol-4-yl }-ethanol), C(C)S(=O)(=O)C1=NC=C(C=C1)I (2-Ethanesulfonyl-5-iodo-pyridine), C(C)S(=O)(=O)C1=NC=C(C=C1)I (2-Ethanesulfonyl-5-iodo-pyridine). Product: C(C)S(=O)(=O)C1=CC=C(C=N1)C1=CC=C(C=C1)C=1OC(=C(N1)CCO)C (2-{2-[4-(6-Ethanesulfonyl-pyridin-3-yl)-phenyl]-5-methyl-oxazol-4-yl}-ethanol). RXN SMILES: [CH3:1][C:2]1[O:6][C:5]([C:7]2[CH:12]=[CH:11][C:10](B3OC(C)(C)C(C)(C)O3)=[CH:9][CH:8]=2)=[N:4][C:3]=1[CH2:22][CH2:23][OH:24].[CH2:25]([S:27]([C:30]1[CH:35]=[CH:34][C:33](I)=[CH:32][N:31]=1)(=[O:29])=[O:28])[CH3:26]>>[CH2:25]([S:27]([C:30]1[N:31]=[CH:32][C:33]([C:10]2[CH:9]=[CH:8][C:7]([C:5]3[O:6][C:2]([CH3:1])=[C:3]([CH2:22][CH2:23][OH:24])[N:4]=3)=[CH:12][CH:11]=2)=[CH:34][CH:35]=1)(=[O:28])=[O:29])[CH3:26]. Reported procedure: The titled compound is prepared substantially in accordance with the procedure of Intermediate 9 using 2-{5-Methyl-2-[4-(4,4,5,5-tetramethyl-[1,3,2]dioxaborolan-2-yl)phenyl]-oxazol-4-yl}-ethanol (See Intermediate 3) and 2-Ethanesulfonyl-5-iodo-pyridine (See Intermediate 22). MS (m/e) 373.3 (M+1) The reactants are C(C1=CC=CC=C1)N1C(=CC2=C1C=CC=1N2C(=NN1)C)C1=NN(C=C1)C1(CNC1)CC#N ({3-[3-(6-benzyl-1-methyl-6H-pyrrolo[2,3-e][1,2,4]triazolo[4,3-a]pyridin-7-yl)-1H-pyrazol-1-yl]azetidin-3-yl}acetonitrile), C(C)=O (acetaldehyde), C(C)(=O)O[BH-](OC(C)=O)OC(C)=O.[Na+] (sodium triacetoxyborohydride). Solvent: C(Cl)Cl (DCM). The product is C(C1=CC=CC=C1)N1C(=CC2=C1C=CC=1N2C(=NN1)C)C1=NN(C=C1)C1(CN(C1)CC)CC#N ({3-[3-(6-benzyl-1-methyl-6H-pyrrolo[2,3-e][1,2,4]triazolo[4,3-a]pyridin-7-yl)-1H-pyrazol-1-yl]-1-ethylazetidin-3-yl}acetonitrile). As a reaction SMILES: [CH2:1]([N:8]1[C:12]2[CH:13]=[CH:14][C:15]3[N:16]([C:17]([CH3:20])=[N:18][N:19]=3)[C:11]=2[CH:10]=[C:9]1[C:21]1[CH:25]=[CH:24][N:23]([C:26]2([CH2:30][C:31]#[N:32])[CH2:29][NH:28][CH2:27]2)[N:22]=1)[C:2]1[CH:7]=[CH:6][CH:5]=[CH:4][CH:3]=1.[CH:33](=O)[CH3:34].C(O[BH-](OC(=O)C)OC(=O)C)(=O)C.[Na+]>C(Cl)Cl>[CH2:1]([N:8]1[C:12]2[CH:13]=[CH:14][C:15]3[N:16]([C:17]([CH3:20])=[N:18][N:19]=3)[C:11]=2[CH:10]=[C:9]1[C:21]1[CH:25]=[CH:24][N:23]([C:26]2([CH2:30][C:31]#[N:32])[CH2:29][N:28]([CH2:33][CH3:34])[CH2:27]2)[N:22]=1)[C:2]1[CH:7]=[CH:6][CH:5]=[CH:4][CH:3]=1 |f:2.3|. Reported procedure: Prepared by the method of Example 93, using {3-[3-(6-benzyl-1-methyl-6H-pyrrolo[2,3-e][1,2,4]triazolo[4,3-a]pyridin-7-yl)-1H-pyrazol-1-yl]azetidin-3-yl}acetonitrile (8.5 mg, 0.020 mmol, from Example 90) in DCM (0.4 mL), and acetaldehyde (5.6 μL, 0.10 mmol, Aldrich), followed by sodium triacetoxyborohydride (13 mg, 0.060 mmol). Yield: (6.7 mg, 74%). The reactants are ClCCl, O=[Cr](=O)([O-])Cl, CC(C)C1(C)SC(NC2CC3CC2CC3O)=NC1=O, c1cc[nH+]cc1. Yields the product CC(C)C1(C)SC(NC2CC3CC2CC3=O)=NC1=O. As a reaction SMILES: [Cl:31][CH2:32][Cl:33].[O:20]=[Cr:21]([Cl:22])([O-:23])=[O:24].[OH:1][CH:2]1[CH:3]2[CH2:4][CH:5]([NH:9][C:10]3=[N:14][C:13](=[O:15])[C:12]([CH3:16])([CH:17]([CH3:18])[CH3:19])[S:11]3)[CH:6]([CH2:7]1)[CH2:8]2.[nH+:25]1[cH:26][cH:27][cH:28][cH:29][cH:30]1>>[O:1]=[C:2]1[CH:3]2[CH2:4][CH:5]([NH:9][C:10]3=[N:14][C:13](=[O:15])[C:12]([CH3:16])([CH:17]([CH3:18])[CH3:19])[S:11]3)[CH:6]([CH2:7]1)[CH2:8]2. The reactants are N[C@H](CC(C)C)C(=O)O (D-Leu), N[C@H](CCSC)C(=O)O (D-Met), N[C@@H](CC(C)C)C(=O)O (Leu), N[C@H](C(C)C)C(=O)O (D-Val), N[C@@H]([C@@H](C)CC)C(=O)O (Ile), N[C@H]([C@H](C)CC)C(=O)O (D-Ile), N[C@@H](C(C)C)C(=O)O (Val). The product is N[C@@H](CCSC)C(=O)O (Methionine). As a reaction SMILES: [NH2:1][C@@H:2]([C:7]([OH:9])=[O:8])[CH2:3][CH2:4][S:5][CH3:6].N[C@H](C(O)=O)[C@H](CC)C.N[C@@H](C(O)=O)[C@@H](CC)C.N[C@H](C(O)=O)CC(C)C.N[C@@H](C(O)=O)CC(C)C.N[C@H](C(O)=O)C(C)C.N[C@@H](C(O)=O)C(C)C>>[NH2:1][C@H:2]([C:7]([OH:9])=[O:8])[CH2:3][CH2:4][S:5][CH3:6]. Reported procedure: replace with: D-Met, S-Me-Cys, Ile, D-Ile, Leu, D-Leu, Val, D-Val;